Dataset: the Open Reaction Database (ORD), a public repository of structured organic reaction records. Task: describe an organic reaction: reactants, conditions, products, and yield Starting materials: O1COC2=C1C=CC(=C2)C(=O)O (benzo[1,3]dioxole-5-carboxylic acid), C(C)C1=CC=C(C=C1)CCN (2-(4-ethyl-phenyl)-ethylamine). Product: C(C)C1=CC=C(C=C1)CCNC(=O)C1=CC2=C(OCO2)C=C1 (Benzo[1,3]-dioxole-5-carboxylic acid [2-(4-ethyl-phenyl)-ethyl]-amide). As a reaction SMILES: [O:1]1[C:5]2[CH:6]=[CH:7][C:8]([C:10]([OH:12])=O)=[CH:9][C:4]=2[O:3][CH2:2]1.[CH2:13]([C:15]1[CH:20]=[CH:19][C:18]([CH2:21][CH2:22][NH2:23])=[CH:17][CH:16]=1)[CH3:14]>>[CH2:13]([C:15]1[CH:20]=[CH:19][C:18]([CH2:21][CH2:22][NH:23][C:10]([C:8]2[CH:7]=[CH:6][C:5]3[O:1][CH2:2][O:3][C:4]=3[CH:9]=2)=[O:12])=[CH:17][CH:16]=1)[CH3:14]. Procedure: Prepared in a similar manner to example 4 using benzo[1,3]dioxole-5-carboxylic acid and 2-(4-ethyl-phenyl)-ethylamine. MS (M+H, 298.2). The reactants are CC(C)(C)OCl, ClCCl, CSCC#N, CCOCC, Nc1ccccc1C(=O)c1ccc(Cl)cc1. Yields the product CSC(C#N)c1cccc(C(=O)c2ccc(Cl)cc2)c1N. RXN SMILES: [C:22]([O:23][Cl:24])([CH3:25])([CH3:26])[CH3:27].[CH2:33]([Cl:34])[Cl:35].[CH3:17][S:18][CH2:19][C:20]#[N:21].[CH3:28][CH2:29][O:30][CH2:31][CH3:32].[Cl:1][c:2]1[cH:3][cH:4][c:5]([C:8]([c:9]2[c:10]([NH2:15])[cH:11][cH:12][cH:13][cH:14]2)=[O:16])[cH:6][cH:7]1>>[Cl:1][c:2]1[cH:3][cH:4][c:5]([C:8]([c:9]2[c:10]([NH2:15])[c:11]([CH:19]([S:18][CH3:17])[C:20]#[N:21])[cH:12][cH:13][cH:14]2)=[O:16])[cH:6][cH:7]1. Reactants: Cl.N1CCC(CC1)OCC(=O)N[C@@H](CC(N)=O)C(=O)N[C@H]([C@@H](C(=O)N1[C@H](C(=O)NC(C)(C)C)CCC1)O)CC1=CC=CC=C1 (1-{(2S,3S)-3-[N2 -(4-Piperidyloxy)acetyl-L-asparaginyl]amino-2-hydroxy-4-phenylbutyryl}-N-t-butyl-L-prolinamide hydrochloride), C(C1=CC=CC=C1)OC(=O)Cl (benzyloxycarbonyl chloride). Product: C(C1=CC=CC=C1)OC(=O)N1CCC(CC1)OCC(=O)N[C@@H](CC(N)=O)C(=O)N[C@H]([C@@H](C(=O)N1[C@H](C(=O)NC(C)(C)C)CCC1)O)CC1=CC=CC=C1 (1-{(2S,3S)-3-[N2 -(1-Benzyloxycarbonylpiperid-4-yl-oxy)acetyl-L-asparaginyl]amino-2-hydroxy-4-phenyl-butyryl}-N-t-butyl-L-prolinamide). The yield is 78.6%. As a reaction SMILES: Cl.[NH:2]1[CH2:7][CH2:6][CH:5]([O:8][CH2:9][C:10]([NH:12][C@H:13]([C:18]([NH:20][C@@H:21]([CH2:38][C:39]2[CH:44]=[CH:43][CH:42]=[CH:41][CH:40]=2)[C@H:22]([OH:37])[C:23]([N:25]2[CH2:36][CH2:35][CH2:34][C@H:26]2[C:27]([NH:29][C:30]([CH3:33])([CH3:32])[CH3:31])=[O:28])=[O:24])=[O:19])[CH2:14][C:15](=[O:17])[NH2:16])=[O:11])[CH2:4][CH2:3]1.[CH2:45]([O:52][C:53](Cl)=[O:54])[C:46]1[CH:51]=[CH:50][CH:49]=[CH:48][CH:47]=1>>[CH2:45]([O:52][C:53]([N:2]1[CH2:7][CH2:6][CH:5]([O:8][CH2:9][C:10]([NH:12][C@H:13]([C:18]([NH:20][C@@H:21]([CH2:38][C:39]2[CH:40]=[CH:41][CH:42]=[CH:43][CH:44]=2)[C@H:22]([OH:37])[C:23]([N:25]2[CH2:36][CH2:35][CH2:34][C@H:26]2[C:27]([NH:29][C:30]([CH3:31])([CH3:32])[CH3:33])=[O:28])=[O:24])=[O:19])[CH2:14][C:15](=[O:17])[NH2:16])=[O:11])[CH2:4][CH2:3]1)=[O:54])[C:46]1[CH:51]=[CH:50][CH:49]=[CH:48][CH:47]=1 |f:0.1|. Procedure: Following a procedure similar to that described in Example 30, but using 120 mg (0.19 mmol) of 1-{(2S,3S)-3-[N2 -(4-piperidyloxy)acetyl-L-asparaginyl]amino-2-hydroxy-4-phenylbutyryl}-N-t-butyl-L-prolinamide hydrochloride (prepared as described in Example 56) and 0.03 ml (0.21 mmol) of benzyloxycarbonyl chloride, 110 mg of the title compound were obtained as a colorless powder, melting at 98°-104° C.